Dataset: the Open Reaction Database (ORD), a public repository of structured organic reaction records. Task: describe an organic reaction: reactants, conditions, products, and yield The reactants are CC(C)(C)OC(=O)NCCO, C1CCOC1, COC(=O)c1cc(CC=C(C)C)c(OC)cc1O. Yields the product COC(=O)c1cc(CC=C(C)C)c(OC)cc1OCCNC(=O)OC(C)(C)C. RXN SMILES: [C:19]([CH3:20])([CH3:21])([CH3:22])[O:23][C:24](=[O:25])[NH:26][CH2:27][CH2:28][OH:29].[O:30]1[CH2:31][CH2:32][CH2:33][CH2:34]1.[OH:1][c:2]1[c:3]([C:4](=[O:5])[O:6][CH3:7])[cH:8][c:9]([CH2:14][CH:15]=[C:16]([CH3:17])[CH3:18])[c:10]([O:12][CH3:13])[cH:11]1>>[O:1]([c:2]1[c:3]([C:4](=[O:5])[O:6][CH3:7])[cH:8][c:9]([CH2:14][CH:15]=[C:16]([CH3:17])[CH3:18])[c:10]([O:12][CH3:13])[cH:11]1)[CH2:28][CH2:27][NH:26][C:24]([O:23][C:19]([CH3:20])([CH3:21])[CH3:22])=[O:25]. The reactants are CCO, O=[N+]([O-])c1ccc(Nc2ncc(Br)c(Nc3ccccc3)n2)cc1, O. Yields the product Nc1ccc(Nc2ncc(Br)c(Nc3ccccc3)n2)cc1. As a reaction SMILES: [CH3:25][CH2:26][OH:27].[NH:1]([c:2]1[cH:3][cH:4][cH:5][cH:6][cH:7]1)[c:8]1[n:9][c:10]([NH:15][c:16]2[cH:17][cH:18][c:19]([N+:22]([O-:23])=[O:24])[cH:20][cH:21]2)[n:11][cH:12][c:13]1[Br:14].[OH2:28]>>[NH:1]([c:2]1[cH:3][cH:4][cH:5][cH:6][cH:7]1)[c:8]1[n:9][c:10]([NH:15][c:16]2[cH:17][cH:18][c:19]([NH2:22])[cH:20][cH:21]2)[n:11][cH:12][c:13]1[Br:14]. Starting materials: C(C1=CC=CC=C1)OC1=C2C=NN=C(C2=CC=C1OC)CC1=C(C=NC=C1Cl)Cl (5-Benzyloxy-1-(3,5-dichloro-pyridin-4-ylmethyl)-6-methoxy-phthalazine), Cl (HCl). Run in C1(=CC=CC=C1)C (toluene), C(C)(=O)O (acetic acid). Conditions: time 0.5 hour. Yields the product Cl.Cl.ClC=1C=NC=C(C1CC1=NN=CC=2C(=C(C=CC12)OC)O)Cl (1-(3,5-Dichloro-pyridin-4-ylmethyl)-6-methoxy-phthalazin-5-ol dihydrochloride). Isolated yield 98.0%. RXN SMILES: C([O:8][C:9]1[C:18]([O:19][CH3:20])=[CH:17][CH:16]=[C:15]2[C:10]=1[CH:11]=[N:12][N:13]=[C:14]2[CH2:21][C:22]1[C:27]([Cl:28])=[CH:26][N:25]=[CH:24][C:23]=1[Cl:29])C1C=CC=CC=1.[ClH:30]>C(O)(=O)C.C1(C)C=CC=CC=1>[ClH:28].[ClH:30].[Cl:29][C:23]1[CH:24]=[N:25][CH:26]=[C:27]([Cl:28])[C:22]=1[CH2:21][C:14]1[C:15]2[CH:16]=[CH:17][C:18]([O:19][CH3:20])=[C:9]([OH:8])[C:10]=2[CH:11]=[N:12][N:13]=1 |f:4.5.6|. Procedure details: 5-Benzyloxy-1-(3,5-dichloro-pyridin-4-ylmethyl)-6-methoxy-phthalazine (4.3 g, 10.08 mmoles), prepared as described in example 71, in glacial acetic acid and 37% HCl was put in a flask under stirring at room temperature for ½ hour, then at 60° C. for 1 hour. The mixture was brought to dryness, taken up more times in toluene to give a solid which was triturated in acetone and dried to give 4.04 g of the title compound (yield: 98%). The reactants are COc1ccc(C(=O)Nc2cnccc2NC(=O)c2ccc(C(C)(C)C)cc2OC2CCNCC2)cc1, O=Cc1cccs1. Yields the product COc1ccc(C(=O)Nc2cnccc2NC(=O)c2ccc(C(C)(C)C)cc2OC2CCN(Cc3cccs3)CC2)cc1. RXN SMILES: [CH3:1][O:2][c:3]1[cH:4][cH:5][c:6]([C:7](=[O:8])[NH:9][c:10]2[cH:11][n:12][cH:13][cH:14][c:15]2[NH:16][C:17]([c:18]2[c:19]([O:28][CH:29]3[CH2:30][CH2:31][NH:32][CH2:33][CH2:34]3)[cH:20][c:21]([C:24]([CH3:25])([CH3:26])[CH3:27])[cH:22][cH:23]2)=[O:35])[cH:36][cH:37]1.[s:38]1[c:39]([CH:43]=[O:44])[cH:40][cH:41][cH:42]1>>[CH3:1][O:2][c:3]1[cH:4][cH:5][c:6]([C:7](=[O:8])[NH:9][c:10]2[cH:11][n:12][cH:13][cH:14][c:15]2[NH:16][C:17]([c:18]2[c:19]([O:28][CH:29]3[CH2:30][CH2:31][N:32]([CH2:43][c:39]4[s:38][cH:42][cH:41][cH:40]4)[CH2:33][CH2:34]3)[cH:20][c:21]([C:24]([CH3:25])([CH3:26])[CH3:27])[cH:22][cH:23]2)=[O:35])[cH:36][cH:37]1.